This data is from the Open Reaction Database (ORD), a public repository of structured organic reaction records. The task is: describe an organic reaction: reactants, conditions, products, and yield Reactants: CC(C)C1=NC2=C(N1)C=CC=CC2=O (2-(1-methylethyl)cyclohepta[d]imidazol-4(1H)-one). The reagents and catalysts are [Pd] (Pd/C). The solvent is CO (methanol). The product is CC(C)C1=NC2=C(N1)CCCCC2=O (2-(1-methylethyl)-5,6,7,8-tetrahydrocyclohepta[d]imidazol-4(1H)-one). Isolated yield 100.8%. RXN SMILES: [CH3:1][CH:2]([C:4]1[NH:8][C:7]2[CH:9]=[CH:10][CH:11]=[CH:12][C:13](=[O:14])[C:6]=2[N:5]=1)[CH3:3]>CO.[Pd]>[CH3:3][CH:2]([C:4]1[NH:8][C:7]2[CH2:9][CH2:10][CH2:11][CH2:12][C:13](=[O:14])[C:6]=2[N:5]=1)[CH3:1]. Procedure: A solution of Intermediate 1 (3.4 g) in methanol (700 mL) was hydrogenated using the H-Cube (settings: room temp, 1.4 ml/min flow rate) and 10% Pd/C CatCart 30 as the catalyst. The solvent was concentrated under vacuum to give the title compound (3.5 g). LC/MS MH+ 193, Rt 0.42 min (2 minute run).